This data is from the Open Reaction Database (ORD), a public repository of structured organic reaction records. The task is: describe an organic reaction: reactants, conditions, products, and yield Starting materials: COC1(CCC(CC1)(C1=CC(=C(C=C1)OC(F)F)OC(F)F)C#N)OC (4-cyano-4-(3,4-bisdifluoromethoxyphenyl)cyclohexan-1-one dimethyl ketal), [H-].C(C(C)C)[Al+]CC(C)C (diisobutylaluminum hydride), S([O-])(O)=O.[Na+] (sodium bisulfite). Solvent: C1(=CC=CC=C1)C (toluene). Conditions: time 4 hour. The product is COC1(CCC(CC1)(C=O)C1=CC(=C(C=C1)OC(F)F)OC(F)F)OC (4-(3,4-Bisdifluoromethoxyphenyl)-4-formylcyclohexan-1-one dimethyl ketal). Yield: 99.0%. RXN SMILES: [CH3:1][O:2][C:3]1([O:25][CH3:26])[CH2:8][CH2:7][C:6]([C:23]#N)([C:9]2[CH:14]=[CH:13][C:12]([O:15][CH:16]([F:18])[F:17])=[C:11]([O:19][CH:20]([F:22])[F:21])[CH:10]=2)[CH2:5][CH2:4]1.[H-].C([Al+]CC(C)C)C(C)C.S(=O)(O)[O-:38].[Na+]>C1(C)C=CC=CC=1>[CH3:1][O:2][C:3]1([O:25][CH3:26])[CH2:8][CH2:7][C:6]([C:9]2[CH:14]=[CH:13][C:12]([O:15][CH:16]([F:18])[F:17])=[C:11]([O:19][CH:20]([F:22])[F:21])[CH:10]=2)([CH:23]=[O:38])[CH2:5][CH2:4]1 |f:1.2,3.4|. Procedure: A solution of 4-cyano-4-(3,4-bisdifluoromethoxyphenyl)cyclohexan-1-one dimethyl ketal (1.5 g, 3.98 mmol) in toluene (50 mL) at room temperature under an argon atmosphere was treated with a solution of diisobutylaluminum hydride (1M in toluene, 10 mL, 10 mmol). After 4 h, a solution of saturated aqueous sodium bisulfite was added and the mixture was extracted twice with ethyl acetate. The combined organic extract was dried (potassium carbonate) and the solvent was removed in vacuo to provide an o... The reactants are C=CC#N, CO, Cc1ccccc1, c1ccc2c(c1)[nH]c1ccccc12. Yields the product N#CCCn1c2ccccc2c2ccccc21. RXN SMILES: [CH2:14]=[CH:15][C:16]#[N:17].[CH3:18][OH:19].[CH3:20][c:21]1[cH:22][cH:23][cH:24][cH:25][cH:26]1.[cH:1]1[cH:2][cH:3][cH:4][c:5]2[c:6]3[cH:7][cH:8][cH:9][cH:10][c:11]3[nH:12][c:13]12>>[cH:1]1[cH:2][cH:3][cH:4][c:5]2[c:6]3[cH:7][cH:8][cH:9][cH:10][c:11]3[n:12]([CH2:14][CH2:15][C:16]#[N:17])[c:13]12. Reactants: C(C=1C(O)=CC=CC1)(=O)O (Salicylic acid), C(C=1C(O)=CC=CC1)(=O)[O-].C(CCCCCCCCCCCCCCC)[N+]1=CC=CC=C1 (cetylpyridinium salicylate). Solvent: CC(=O)C (acetone). Conditions: time 15 minute. Yields the product C(C=1C(O)=CC=CC1)(=O)[O-].C(CCCCCCCCCCCCCCC)[N+]1=CC=CC=C1.C(C=1C(O)=CC=CC1)(=O)O (Cetylpyridinium Salicylate salicylic Acid). Reaction SMILES: [C:1]([OH:10])(=[O:9])[C:2]1[C:3](=[CH:5][CH:6]=[CH:7][CH:8]=1)[OH:4].[C:11]([O-:20])(=[O:19])[C:12]1[C:13](=[CH:15][CH:16]=[CH:17][CH:18]=1)[OH:14].[CH2:21]([N+:37]1[CH:42]=[CH:41][CH:40]=[CH:39][CH:38]=1)[CH2:22][CH2:23][CH2:24][CH2:25][CH2:26][CH2:27][CH2:28][CH2:29][CH2:30][CH2:31][CH2:32][CH2:33][CH2:34][CH2:35][CH3:36]>CC(C)=O>[C:1]([O-:10])(=[O:9])[C:2]1[C:3](=[CH:5][CH:6]=[CH:7][CH:8]=1)[OH:4].[CH2:21]([N+:37]1[CH:38]=[CH:39][CH:40]=[CH:41][CH:42]=1)[CH2:22][CH2:23][CH2:24][CH2:25][CH2:26][CH2:27][CH2:28][CH2:29][CH2:30][CH2:31][CH2:32][CH2:33][CH2:34][CH2:35][CH3:36].[C:11]([OH:20])(=[O:19])[C:12]1[C:13](=[CH:15][CH:16]=[CH:17][CH:18]=1)[OH:14] |f:1.2,4.5.6|. Procedure details: Salicylic acid (5-15 mmol) and cetylpyridinium salicylate (5 mmol) were dissolved in 20 ml of acetone and stirred for 15 min at room temperature. The solvent was evaporated and the remaining viscous liquid was dried at 0.1 mbar with stirring for 24 hrs. The reactants are N[C@H](CN1N=C(C=C1)C1=CC(=C(C#N)C=C1)Cl)C ((S)-4-(1-(2-amino-propyl)-1H-pyrazol-3-yl)-2-chlorobenzonitrile), C=1C=CC2=C(C1)N=NN2O (HOBt), CCN=C=NCCCN(C)C (EDCI), NC=1SC=C(N1)C(=O)O (2-aminothiazole-4-carboxylic acid), CCN(C(C)C)C(C)C (DIPEA). Yields the product NC=1SC=C(N1)C(=O)N[C@H](CN1N=C(C=C1)C1=CC(=C(C=C1)C#N)Cl)C ((S)-2-amino-N-(1-(3-(3-chloro-4-cyanophenyl)-1H-pyrazol-1-yl)propan-2-yl)thiazole-4-carboxamide). The yield is 62.6%. As a reaction SMILES: [NH2:1][C@@H:2]([CH3:18])[CH2:3][N:4]1[CH:8]=[CH:7][C:6]([C:9]2[CH:16]=[CH:15][C:12]([C:13]#[N:14])=[C:11]([Cl:17])[CH:10]=2)=[N:5]1.[NH2:19][C:20]1[S:21][CH:22]=[C:23]([C:25](O)=[O:26])[N:24]=1.CCN(C(C)C)C(C)C.C1C=CC2N(O)N=NC=2C=1.CCN=C=NCCCN(C)C>>[NH2:19][C:20]1[S:21][CH:22]=[C:23]([C:25]([NH:1][C@@H:2]([CH3:18])[CH2:3][N:4]2[CH:8]=[CH:7][C:6]([C:9]3[CH:16]=[CH:15][C:12]([C:13]#[N:14])=[C:11]([Cl:17])[CH:10]=3)=[N:5]2)=[O:26])[N:24]=1. Procedure details: The compound was prepared using the method of Example 34(d). (S)-4-(1-(2-amino-propyl)-1H-pyrazol-3-yl)-2-chlorobenzonitrile (1.00 g; 3.84 mmol), 2-aminothiazole-4-carboxylic acid (0.66 g; 4.66 mmol), 1.00 ml of DIPEA, HOBt (0.26 g; 1.9 mmol) and EDCI (1.10 g; 5.75 mmol) were used as starting materials. Purification by isopropanol:toluene crystallization afforded 0.93 g (63%) of the title compound. 1H-NMR (400 MHz; d6-DMSO): δ 1.10 (d, 3H), 4.22-4.45 (m, 3H), 6.96 (d, 1H), 7.04 (broad s, 2H), 7.... Starting materials: CCO, CCOC(OCC)P(=O)(CC(C[N+](=O)[O-])c1ccc(Cl)cc1)OCC, [H][H], N. Yields the product CCOC(OCC)P(=O)(CC(CN)c1ccc(Cl)cc1)OCC. Reaction SMILES: [CH3:29][CH2:30][OH:31].[Cl:1][c:2]1[cH:3][cH:4][c:5]([CH:8]([CH2:9][P:10]([O:11][CH2:12][CH3:13])(=[O:14])[CH:15]([O:16][CH2:17][CH3:18])[O:19][CH2:20][CH3:21])[CH2:22][N+:23]([O-:24])=[O:25])[cH:6][cH:7]1.[H:27][H:28].[NH3:26]>>[Cl:1][c:2]1[cH:3][cH:4][c:5]([CH:8]([CH2:9][P:10]([O:11][CH2:12][CH3:13])(=[O:14])[CH:15]([O:16][CH2:17][CH3:18])[O:19][CH2:20][CH3:21])[CH2:22][NH2:23])[cH:6][cH:7]1. Starting materials: C, CCC(=O)NC1CCN(C(=O)OCc2ccccc2)C(c2ccc(F)cc2C)C1, CCO, [Pd]. Product: CCC(=O)NC1CCNC(c2ccc(F)cc2C)C1. As a reaction SMILES: [C:33].[CH2:1]([O:2][C:3](=[O:4])[N:11]1[CH:12]([c:22]2[c:23]([CH3:29])[cH:24][c:25]([F:28])[cH:26][cH:27]2)[CH2:13][CH:14]([NH:17][C:18]([CH2:19][CH3:20])=[O:21])[CH2:15][CH2:16]1)[c:5]1[cH:6][cH:7][cH:8][cH:9][cH:10]1.[CH3:30][CH2:31][OH:32].[Pd:34]>>[NH:11]1[CH:12]([c:22]2[c:23]([CH3:29])[cH:24][c:25]([F:28])[cH:26][cH:27]2)[CH2:13][CH:14]([NH:17][C:18]([CH2:19][CH3:20])=[O:21])[CH2:15][CH2:16]1.